From a dataset of the Open Reaction Database (ORD), a public repository of structured organic reaction records. describe an organic reaction: reactants, conditions, products, and yield Reactants: CCN=C=NCCCN(C)C, O=C(O)C1CN(C(=O)OCc2ccccc2)CC1O, NC1CC1, Cl, C1CCOC1, O, On1nnc2ccccc21. Product: O=C(NC1CC1)C1CN(C(=O)OCc2ccccc2)CC1O. RXN SMILES: [CH2:17]([N:18]=[C:19]=[N:20][CH2:21][CH2:22][CH2:23][N:24]([CH3:25])[CH3:26])[CH3:27].[CH2:28]([c:29]1[cH:30][cH:31][cH:32][cH:33][cH:34]1)[O:35][C:36](=[O:37])[N:38]1[CH2:39][CH:40]([C:44](=[O:45])[OH:46])[CH:41]([OH:43])[CH2:42]1.[CH:12]1([NH2:15])[CH2:13][CH2:14]1.[ClH:16].[O:47]1[CH2:48][CH2:49][CH2:50][CH2:51]1.[OH2:1].[OH:2][n:3]1[c:4]2[cH:5][cH:6][cH:7][cH:8][c:9]2[n:10][n:11]1>>[CH:12]1([NH:15][C:44]([CH:40]2[CH2:39][N:38]([C:36]([O:35][CH2:28][c:29]3[cH:30][cH:31][cH:32][cH:33][cH:34]3)=[O:37])[CH2:42][CH:41]2[OH:43])=[O:45])[CH2:13][CH2:14]1. The reactants are Br, N, COc1ccc(Nc2ccncc2)cc1. Product: Oc1ccc(Nc2ccncc2)cc1. Reaction SMILES: [BrH:17].[NH3:16].[n:1]1[cH:2][cH:3][c:4]([NH:7][c:8]2[cH:9][cH:10][c:11]([O:14][CH3:15])[cH:12][cH:13]2)[cH:5][cH:6]1>>[n:1]1[cH:2][cH:3][c:4]([NH:7][c:8]2[cH:9][cH:10][c:11]([OH:14])[cH:12][cH:13]2)[cH:5][cH:6]1.